From a dataset of the Open Reaction Database (ORD), a public repository of structured organic reaction records. describe an organic reaction: reactants, conditions, products, and yield Reactants: CC=1C(=NC=CC1OCC(F)(F)F)CS(=O)C1=NC2=C(N1)C=CC=C2 (2-[[[3-methyl-4-(2,2,2-trifluoroethoxy)-2-pyridinyl]methyl]sulfinyl]-1H-benzimidazole), CCCCCC.CC(C)O.C(C)O (hexane 2-propanol ethanol). Solvent: phase, C(C)#N (acetonitrile). Product: CC=1C(=NC=CC1OCC(F)(F)F)C[S@@](=O)C1=NC2=C(N1)C=CC=C2 ((R)-2-[[[3-methyl-4-(2,2,2-trifluoroethoxy)-2-pyridinyl]methyl]sulfinyl]-1H-benzimidazole). The yield is 40.2%. RXN SMILES: [CH3:1][C:2]1[C:3]([CH2:14][S:15]([C:17]2[NH:21][C:20]3[CH:22]=[CH:23][CH:24]=[CH:25][C:19]=3[N:18]=2)=[O:16])=[N:4][CH:5]=[CH:6][C:7]=1[O:8][CH2:9][C:10]([F:13])([F:12])[F:11].CCCCCC.CC(O)C.C(O)C>C(#N)C>[CH3:1][C:2]1[C:3]([CH2:14][S@:15]([C:17]2[NH:18][C:19]3[CH:25]=[CH:24][CH:23]=[CH:22][C:20]=3[N:21]=2)=[O:16])=[N:4][CH:5]=[CH:6][C:7]=1[O:8][CH2:9][C:10]([F:13])([F:11])[F:12] |f:1.2.3|. Procedure: 2-[[[3-methyl-4-(2,2,2-trifluoroethoxy)-2-pyridinyl]methyl]sulfinyl]-1H-benzimidazole (lansoprazole) (racemate) (3.98 g) was dissolved in the following mobile phase (330 ml) and acetonitrile (37 ml) and fractionated by HPLC (column: CHIRALCEL OD 20 mm dia.×250 mm, temperature: 30° C., mobile phase: hexane/2-propanol/ethanol=255/35/10, flowrate: 16 ml/min, detection wavelength: 285 nm, 1 shot: 20-25 mg). Fractions of optical isomers of shorter retention time were combined and concentrated; the in... The reactants are C1(CC1)N (cyclopropylamine), C(C)C(CC)C1=C(NC(=C1)C)C(=O)N (3-(1-ethylpropyl)-5-methyl-1H-pyrrole-2-carboxamide), compound, aldehydes, N (ammonia), CN (methylamine), CN (methylamine). Yields the product NN1C(=C(C=C1C)C(CC)CC)C(=O)N (1-amino-3-(1-ethylpropyl)-5-methyl-1H-pyrrole-2-carboxamide). Reaction SMILES: [CH2:1]([CH:3]([C:6]1[CH:10]=[C:9]([CH3:11])[NH:8][C:7]=1[C:12]([NH2:14])=[O:13])[CH2:4][CH3:5])[CH3:2].N.CN.C1([NH2:21])CC1>>[NH2:21][N:8]1[C:9]([CH3:11])=[CH:10][C:6]([CH:3]([CH2:4][CH3:5])[CH2:1][CH3:2])=[C:7]1[C:12]([NH2:14])=[O:13]. Reported procedure: By the same procedure as a reaction of Example 5, using 3-(1-ethylpropyl)-5-methyl-1H-pyrrole-2-carboxamide (which was provided by the same procedure as a reaction of Example 4, using a saturated aqueous solution of ammonia instead of an aqueous solution of 40% methylamine) instead of the compound prepared in Example 4, using cyclopropylamine instead of 40% aqueous solution of methylamine, and using the corresponding aldehydes instead of the compound prepared in Example 7, the title compound (1....